This data is from the Open Reaction Database (ORD), a public repository of structured organic reaction records. The task is: describe an organic reaction: reactants, conditions, products, and yield The reactants are CSc1ccccc1N1CCNCC1, ClCc1nc2cccnc2s1. The product is CSc1ccccc1N1CCN(Cc2nc3cccnc3s2)CC1. As a reaction SMILES: [CH3:12][S:13][c:14]1[c:15]([N:20]2[CH2:21][CH2:22][NH:23][CH2:24][CH2:25]2)[cH:16][cH:17][cH:18][cH:19]1.[Cl:1][CH2:2][c:3]1[s:4][c:5]2[n:6][cH:7][cH:8][cH:9][c:10]2[n:11]1>>[CH2:2]([c:3]1[s:4][c:5]2[n:6][cH:7][cH:8][cH:9][c:10]2[n:11]1)[N:23]1[CH2:22][CH2:21][N:20]([c:15]2[c:14]([S:13][CH3:12])[cH:19][cH:18][cH:17][cH:16]2)[CH2:25][CH2:24]1. The reactants are COC1=CC2=C(C=CC(O2)=O)C=C1OCC1OC1 (7-methoxy-6-(oxiranylmethoxy)-2H-1-benzopyran-2-one), ClC=1C=C(C=CC1)N1CCNCC1 (1-(3-chlorophenyl)-piperazine), Cl (Hydrochloride). Solvent: C(C)(C)O (isopropanol). Product: ClC=1C=C(C=CC1)N1CCN(CC1)CC(COC=1C(=CC2=C(C=CC(O2)=O)C1)OC)O ((±)-6-{3-[4-(3-chlorophenyl)-1-piperazinyl]-2-hydroxypropoxy}-7-methoxy-2H-1-benzopyran-2-one). Isolated yield 85.0%. Reaction SMILES: [CH3:1][O:2][C:3]1[C:13]([O:14][CH2:15][CH:16]2[CH2:18][O:17]2)=[CH:12][C:6]2[CH:7]=[CH:8][C:9](=[O:11])[O:10][C:5]=2[CH:4]=1.[Cl:19][C:20]1[CH:21]=[C:22]([N:26]2[CH2:31][CH2:30][NH:29][CH2:28][CH2:27]2)[CH:23]=[CH:24][CH:25]=1.Cl>C(O)(C)C>[Cl:19][C:20]1[CH:21]=[C:22]([N:26]2[CH2:31][CH2:30][N:29]([CH2:18][CH:16]([OH:17])[CH2:15][O:14][C:13]3[C:3]([O:2][CH3:1])=[CH:4][C:5]4[O:10][C:9](=[O:11])[CH:8]=[CH:7][C:6]=4[CH:12]=3)[CH2:28][CH2:27]2)[CH:23]=[CH:24][CH:25]=1. Procedure: Method C (3 d at 40° C.); starting materials: 7-methoxy-6-(oxiranylmethoxy)-2H-1-benzopyran-2-one and 1-(3-chlorophenyl)-piperazine; yield 85%; fusion point 140°-141° C. (from isopropanol). Hydrochloride (×1.7 HCl): method F; yield 88%; fusion point 222°-224° C. Reactants: O (water), C(C1=CC=CC=C1)OC=1C=CC(=C(C(=O)OC)C1)O (methyl 5-(benzyloxy)-2-hydroxybenzoate), C(=O)([O-])[O-].[K+].[K+] (K2CO3), IC (iodomethane). Run in CN(C)C=O (DMF). Conditions: time 8 hour. The product is C(C1=CC=CC=C1)OC=1C=CC(=C(C(=O)OC)C1)OC (methyl 5-(benzyloxy)-2-methoxybenzoate). The yield is 92.9%. Reaction SMILES: [CH2:1]([O:8][C:9]1[CH:10]=[CH:11][C:12]([OH:19])=[C:13]([CH:18]=1)[C:14]([O:16][CH3:17])=[O:15])[C:2]1[CH:7]=[CH:6][CH:5]=[CH:4][CH:3]=1.[C:20]([O-])([O-])=O.[K+].[K+].IC.O>CN(C=O)C>[CH2:1]([O:8][C:9]1[CH:10]=[CH:11][C:12]([O:19][CH3:20])=[C:13]([CH:18]=1)[C:14]([O:16][CH3:17])=[O:15])[C:2]1[CH:3]=[CH:4][CH:5]=[CH:6][CH:7]=1 |f:1.2.3|. Reported procedure: To a mixture of methyl 5-(benzyloxy)-2-hydroxybenzoate (10.6 g, 41.1 mmol) and K2CO3 (11.3 g, 82.2 mmol) in DMF (100 mL) was added iodomethane (2.60 mL, 49.3 mmol) drop wise over 5 minutes. The resulting mixture was stirred at room temperature overnight. The reaction mixture was poured into water (400 mL), filtered, and collected the solid. The solid was dissolved in EtOAc (300 mL), washed with water (50 mL) and brine (100 mL), dried over Na2SO4, filtered, and concentrated under reduced pressure...